This data is from the Open Reaction Database (ORD), a public repository of structured organic reaction records. The task is: describe an organic reaction: reactants, conditions, products, and yield Reactants: CC1CCCC1O, CC(NC(=O)Cc1cccc(Cl)c1)C(=O)O. The product is CC(NC(=O)Cc1cccc(Cl)c1)C(=O)OC1CCCC1C. Reaction SMILES: [CH3:17][CH:18]1[CH:19]([OH:23])[CH2:20][CH2:21][CH2:22]1.[Cl:1][c:2]1[cH:3][c:4]([CH2:8][C:9](=[O:10])[NH:11][CH:12]([CH3:13])[C:14](=[O:15])[OH:16])[cH:5][cH:6][cH:7]1>>[Cl:1][c:2]1[cH:3][c:4]([CH2:8][C:9](=[O:10])[NH:11][CH:12]([CH3:13])[C:14]([O:15][CH:19]2[CH:18]([CH3:17])[CH2:22][CH2:21][CH2:20]2)=[O:16])[cH:5][cH:6][cH:7]1. Starting materials: Clc1ncnc2cc(-c3ccccc3)sc12, Cc1cccc(Nc2ccc(N)cc2)c1. Yields the product Cc1cccc(Nc2ccc(Nc3ncnc4cc(-c5ccccc5)sc34)cc2)c1. Reaction SMILES: [Cl:16][c:17]1[c:18]2[c:19]([n:20][cH:21][n:22]1)[cH:23][c:24](-[c:26]1[cH:27][cH:28][cH:29][cH:30][cH:31]1)[s:25]2.[c:1]1([CH3:15])[cH:2][c:3]([NH:7][c:8]2[cH:9][cH:10][c:11]([NH2:14])[cH:12][cH:13]2)[cH:4][cH:5][cH:6]1>>[c:1]1([CH3:15])[cH:2][c:3]([NH:7][c:8]2[cH:9][cH:10][c:11]([NH:14][c:17]3[c:18]4[c:19]([n:20][cH:21][n:22]3)[cH:23][c:24](-[c:26]3[cH:27][cH:28][cH:29][cH:30][cH:31]3)[s:25]4)[cH:12][cH:13]2)[cH:4][cH:5][cH:6]1. Starting materials: C(=O)(O)[O-].[Na+] (NaHCO3), O1CC(C2C1OCC2)OC(NC(C(CNCC(C)C)O)CC2=CC=CC=C2)=O ((1-Benzyl-2-hydroxy-3-isobutylamino-propyl)-carbamic acid hexahydro-furo[2,3-b]furan-3-yl ester), FC1=C(C=C(C=C1)S(=O)(=O)Cl)C#N (4-fluoro-3-cyanobenzenesulfonyl chloride), C(=O)(O)[O-].[Na+] (NaHCO3). The solvent is C(C)(=O)OCC (ethyl acetate). The product is O1CC(C2C1OCC2)OC(NC(C(CN(CC(C)C)S(=O)(=O)C2=CC(=C(C=C2)F)C#N)O)CC2=CC=CC=C2)=O ({1-Benzyl-3-[(3-cyano-4-fluoro-benzenesulfonyl)-isobutyl-amino]-2-hydroxy-propyl}-carbamic acid hexahydro-furo[2,3-b]furan-3-yl ester). Isolated yield 92.0%. Reaction SMILES: [O:1]1[CH:5]2[O:6][CH2:7][CH2:8][CH:4]2[CH:3]([O:9][C:10](=[O:28])[NH:11][CH:12]([CH2:21][C:22]2[CH:27]=[CH:26][CH:25]=[CH:24][CH:23]=2)[CH:13]([OH:20])[CH2:14][NH:15][CH2:16][CH:17]([CH3:19])[CH3:18])[CH2:2]1.[F:29][C:30]1[CH:35]=[CH:34][C:33]([S:36](Cl)(=[O:38])=[O:37])=[CH:32][C:31]=1[C:40]#[N:41].C([O-])(O)=O.[Na+]>C(OCC)(=O)C>[O:1]1[CH:5]2[O:6][CH2:7][CH2:8][CH:4]2[CH:3]([O:9][C:10](=[O:28])[NH:11][CH:12]([CH2:21][C:22]2[CH:23]=[CH:24][CH:25]=[CH:26][CH:27]=2)[CH:13]([OH:20])[CH2:14][N:15]([S:36]([C:33]2[CH:34]=[CH:35][C:30]([F:29])=[C:31]([C:40]#[N:41])[CH:32]=2)(=[O:37])=[O:38])[CH2:16][CH:17]([CH3:19])[CH3:18])[CH2:2]1 |f:2.3|. Procedure: To a solution of (1-benzyl-2-hydroxy-3-isobutylamino-propyl)-carbamic acid hexahydro-furo[2,3-b]furan-3-yl ester 19 in CH2C12 (4 mL) was added 4-fluoro-3-cyanobenzenesulfonyl chloride (92 mg, 0.42 mmol) followed by NaHCO3 (40 mg) and satd. NaHCO3 (0.4 mL) and stirred at RT for 1 h. The reaction mixture was diluted with ethyl acetate (25 mL) and washed with water, brine and dried with Na2SO4 and concentrated to furnish crude product (240 mg). The crude product was purified by column chromatograph... As a reaction SMILES: [NH2:1][c:2]1[cH:3][c:4]([F:19])[c:5]([C:6](=[O:7])[NH:8][CH:9]2[CH2:10][CH2:11][N:12]([CH3:15])[CH2:13][CH2:14]2)[cH:16][c:17]1[Cl:18].[NH2:20][CH:21]1[CH2:22][CH2:23][CH:24]([N:27]([CH3:28])[CH3:29])[CH2:25][CH2:26]1>>[NH2:1][c:2]1[cH:3][c:4]([F:19])[c:5]([C:6](=[O:7])[NH:8][CH:9]2[CH2:10][CH2:11][CH:24]([N:27]([CH3:28])[CH3:29])[CH2:13][CH2:14]2)[cH:16][c:17]1[Cl:18]. Yields the product CN(C)C1CCC(NC(=O)c2cc(Cl)c(N)cc2F)CC1. Starting materials: CN1CCC(NC(=O)c2cc(Cl)c(N)cc2F)CC1, CN(C)C1CCC(N)CC1. Starting materials: reacted mixture, C(\C=C/CC)(=O)OC (methyl 2-cis-pentenoate), C(CCC=C)(=O)OC (methyl 4-pentenoate), C(CC=CC)(=O)OC (methyl 3-pentenoate), C(\C=C\CC)(=O)OC (methyl 2-trans-pentenoate). Yields the product COC(CC(=O)OC)CC (methyl 3-methoxyvalerate). Isolated yield 22.0%. Reaction SMILES: [C:1]([O:7][CH3:8])(=[O:6])[CH2:2][CH:3]=[CH:4][CH3:5].[C:9](OC)(=[O:14])/C=C/CC.C(OC)(=O)/C=C\CC.C(OC)(=O)CCC=C>>[CH3:9][O:14][CH:3]([CH2:4][CH3:5])[CH2:2][C:1]([O:7][CH3:8])=[O:6]. Procedure: 10 g/hour of methyl 3-methoxyvalerate were pumped into an evaporator and passed from there, in gaseous form together with 3 l of nitrogen, at 300° C., over 5 g of an Al2O3 catalyst. The gaseous reaction products were condensed, weighed and analysed by gas chromatography. In the course of a reaction time of 6 hours, 49 g of reacted mixture consisting of 37% of methyl 3-pentenoate, 33% of methyl 2-trans-pentenoate, 5% of methyl 2-cis-pentenoate, 1% of methyl 4-pentenoate and 22% of unconverted met... Reactants: CC(C)(C)OC(=O)COc1cc2c(=O)c(Cc3cccnc3)cn3c4cc(Br)ccc4c(c1)c23, Br, CC(=O)O, [Na+], O=C([O-])O. Product: O=C(O)COc1cc2c(=O)c(Cc3cccnc3)cn3c4cc(Br)ccc4c(c1)c23. As a reaction SMILES: [Br:1][c:2]1[cH:3][c:4]2[n:5]3[c:6]4[c:7]([cH:8][c:9]([O:15][CH2:16][C:17](=[O:18])[O:19][C:20]([CH3:21])([CH3:22])[CH3:23])[cH:10][c:11]4[c:12]2[cH:13][cH:14]1)[c:24](=[O:34])[c:25]([CH2:27][c:28]1[cH:29][n:30][cH:31][cH:32][cH:33]1)[cH:26]3.[BrH:44].[CH3:40][C:41](=[O:42])[OH:43].[Na+:35].[OH:36][C:37](=[O:38])[O-:39]>>[Br:1][c:2]1[cH:3][c:4]2[n:5]3[c:6]4[c:7]([cH:8][c:9]([O:15][CH2:16][C:17](=[O:18])[OH:19])[cH:10][c:11]4[c:12]2[cH:13][cH:14]1)[c:24](=[O:34])[c:25]([CH2:27][c:28]1[cH:29][n:30][cH:31][cH:32][cH:33]1)[cH:26]3.